From a dataset of the Open Reaction Database (ORD), a public repository of structured organic reaction records. describe an organic reaction: reactants, conditions, products, and yield Reactants: COC(=O)c1cnc(N2CCN3CCCCC3C2)nc1, C[Al](C)C, Cc1ccccc1, COc1cc(COc2cc(N)[nH]n2)cc(OC)c1, Cl. Yields the product COc1cc(COc2cc(NC(=O)c3cnc(N4CCN5CCCCC5C4)nc3)[nH]n2)cc(OC)c1. As a reaction SMILES: [CH2:24]1[N:25]([c:34]2[n:35][cH:36][c:37]([C:40](=[O:41])[O:42][CH3:43])[cH:38][n:39]2)[CH2:26][CH2:27][N:28]2[CH:29]1[CH2:30][CH2:31][CH2:32][CH2:33]2.[CH3:1][Al:2]([CH3:3])[CH3:4].[CH3:44][c:45]1[cH:46][cH:47][cH:48][cH:49][cH:50]1.[CH3:5][O:6][c:7]1[cH:8][c:9]([CH2:15][O:16][c:17]2[cH:18][c:19]([NH2:22])[nH:20][n:21]2)[cH:10][c:11]([O:13][CH3:14])[cH:12]1.[ClH:23]>>[CH3:5][O:6][c:7]1[cH:8][c:9]([CH2:15][O:16][c:17]2[cH:18][c:19]([NH:22][C:40]([c:37]3[cH:36][n:35][c:34]([N:25]4[CH2:24][CH:29]5[N:28]([CH2:27][CH2:26]4)[CH2:33][CH2:32][CH2:31][CH2:30]5)[n:39][cH:38]3)=[O:41])[nH:20][n:21]2)[cH:10][c:11]([O:13][CH3:14])[cH:12]1. Reactants: C1(CCCCC1)N=C=NC1CCCCC1 (Dicyclohexylcarbodiimide), O1CCCC1 (tetrahydrofuran), resultant mixture, COSC([C@@H](N(C(=O)OC(C)(C)C)CC1=CC=CC=C1)C(=O)O)(C)C (S-Methoxybenzyl-Boc-D-penicillamine), CC1CCNCC1 (4-methylpiperidine), ON1N=NC2=C1C=CC=C2 (1-hydroxybenzotriazole), O1CCCC1 (tetrahydrofuran). Yields the product C(C)(C)(C)OC(=O)NC(C(C)(C)SCC1=CC=C(C=C1)OC)C(=O)N1CCC(CC1)C (N-t-Butoxycarbonyl-2-p-methoxybenzylthio-2-methyl-1-(4-methylpiperidino)carbonylpropylamine). The yield is 100.0%. RXN SMILES: CO[S:3][C:4]([CH3:25])([CH3:24])[C@H:5]([C:21]([OH:23])=O)[N:6](CC1C=CC=CC=1)[C:7]([O:9][C:10]([CH3:13])([CH3:12])[CH3:11])=[O:8].[CH3:26][CH:27]1[CH2:32][CH2:31][NH:30][CH2:29][CH2:28]1.ON1[C:38]2[CH:39]=[CH:40][CH:41]=[CH:42][C:37]=2N=N1.[CH:43]1(N=C=NC2CCCCC2)CCCCC1.[O:58]1CCC[CH2:59]1>>[C:10]([O:9][C:7]([NH:6][CH:5]([C:21]([N:30]1[CH2:31][CH2:32][CH:27]([CH3:26])[CH2:28][CH2:29]1)=[O:23])[C:4]([S:3][CH2:43][C:37]1[CH:42]=[CH:41][C:40]([O:58][CH3:59])=[CH:39][CH:38]=1)([CH3:24])[CH3:25])=[O:8])([CH3:11])([CH3:12])[CH3:13]. Reported procedure: To a solution of Compound (28) (29.6 g; 80.0 mmol) and 4-methylpiperidine (10.4 ml; 88.0 mmol) in tetrahydrofuran (100 ml), 1-hydroxybenzotriazole (16.2 g; 120 mmol) was added under cooling. Dicyclohexylcarbodiimide (18.2 g; 88.0 mmol) in tetrahydrofuran (50 ml) was dropwise added thereto, and the resultant mixture was stirred under cooling for 1 hour and at room temperature for 4 hours. After removal of insoluble materials by filtration, the filtrate was concentrated and combined with ethyl ace... The reactants are CCOC(=O)C(C1=CC=CC=C1)N (ethyl DL-phenylglycinate), C(C(O)C(O)C(=O)O)(=O)O ((+)-tartaric acid), C(C1=CC=CC=C1)=O (benzaldehyde). Solvent: C(C)O (ethanol). Conditions: time 24 hour. The product is CCOC(=O)[C@@H](C1=CC=CC=C1)N (ethyl D-phenylglycinate), mono-ethanol. Yield: 76.0%. RXN SMILES: [CH3:1][CH2:2][O:3][C:4]([CH:6]([NH2:13])[C:7]1[CH:12]=[CH:11][CH:10]=[CH:9][CH:8]=1)=[O:5].C(O)(=O)C(C(C(O)=O)O)O.C(=O)C1C=CC=CC=1>C(O)C>[CH3:1][CH2:2][O:3][C:4]([C@H:6]([NH2:13])[C:7]1[CH:12]=[CH:11][CH:10]=[CH:9][CH:8]=1)=[O:5]. Reported procedure: Solutions of ethyl DL-phenylglycinate (5.0 g., 27.95 mmole), (+)-tartaric acid (4.417 g., 29.45 mmole, 1.05 equiv.), and benzaldehyde (2.85 ml., 27.95 mmole, 1.0 equiv.) in ethanol (total volume 47 ml.) were mixed at 58°. The solution was cooled to 20° to 26° and stirred for 24 hours to give a white solid which was washed with ethanol (2 × 10 ml.), and dried at 29°/2 mm. for 6 hours to give ethyl D-phenylglycinate (+)-hemitartrate as a mono-ethanol solvate (7.95 g., 76%), [α]D20 -47° (c 2.5, H2O... Reactants: O[C@H]([C@H](CSC1=CC2=CC=CC=C2C=C1)N1C=NC(=C1)C(=O)OCC)C (ethyl 1-{(1R,2S)-2-hydroxy-1-[(2-naphthylthio)methyl]propyl}-1H-imidazole-4-carboxylate), [OH-].[NH4+] (ammonium hydroxide), stainless steel. Solvent: COCCOC (1,2-dimethoxyethane). The product is O[C@H]([C@H](CSC1=CC2=CC=CC=C2C=C1)N1C=NC(=C1)C(=O)N)C (1-{(1R,2S)-2-hydroxy-1-[(2-naphthylthio)methyl]propyl}-1H-imidazole-4-carboxamide). As a reaction SMILES: [OH:1][C@@H:2]([CH3:26])[C@@H:3]([N:16]1[CH:20]=[C:19]([C:21]([O:23]CC)=O)[N:18]=[CH:17]1)[CH2:4][S:5][C:6]1[CH:15]=[CH:14][C:13]2[C:8](=[CH:9][CH:10]=[CH:11][CH:12]=2)[CH:7]=1.[OH-].[NH4+:28]>COCCOC>[OH:1][C@@H:2]([CH3:26])[C@@H:3]([N:16]1[CH:20]=[C:19]([C:21]([NH2:28])=[O:23])[N:18]=[CH:17]1)[CH2:4][S:5][C:6]1[CH:15]=[CH:14][C:13]2[C:8](=[CH:9][CH:10]=[CH:11][CH:12]=2)[CH:7]=1 |f:1.2|. Procedure: A mixture of ethyl 1-{(1R,2S)-2-hydroxy-1-[(2-naphthylthio)methyl]propyl}-1H-imidazole-4-carboxylate (0.18 g), 28% ammonium hydroxide (20 mL) and 1,2-dimethoxyethane (10 mL) was heated at 100° C. in the stainless steel bottle for 24 hours. After cooling, the reaction mixture was concentrated in vacuo and the residue was purified by column chromatography on silica gel (elution; 10:1 chloroform-1% ammonium hydroxide/methanol) to give the product, which was recrystallized from 3:7 n-hexane-ethyl ac... Reactants: Cl (hydrochloride), CS(=O)(=O)C1=CC=C(C=C1)C=1C=2N(C=CC1)N=C(N2)N (8-(4-methanesulfonyl-phenyl)-[1,2,4]triazolo[1,5-a]pyridin-2-ylamine), BrC=1C=C(C=CC1)C1CCN(CC1)C (4-(3-bromo-phenyl)-1-methyl-piperidine), C1(CCCCC1)P(C1=C(C=CC=C1)C1=C(C=CC=C1)P(C1CCCCC1)C1CCCCC1)C1CCCCC1 (2,2′-bis-dicyclohexylphosphanyl-biphenyl). The product is CS(=O)(=O)C1=CC=C(C=C1)C=1C=2N(C=CC1)N=C(N2)NC2=CC(=CC=C2)C2CCN(CC2)C ([8-(4-Methanesulfonyl-phenyl)-[1,2,4]triazolo[1,5-a]pyridin-2-yl]-[3-(1-methyl-piperidin-4-yl)-phenyl]-amine), solid. The yield is 26.0%. RXN SMILES: [CH3:1][S:2]([C:5]1[CH:10]=[CH:9][C:8]([C:11]2[C:12]3[N:13]([N:17]=[C:18]([NH2:20])[N:19]=3)[CH:14]=[CH:15][CH:16]=2)=[CH:7][CH:6]=1)(=[O:4])=[O:3].Br[C:22]1[CH:23]=[C:24]([CH:28]2[CH2:33][CH2:32][N:31]([CH3:34])[CH2:30][CH2:29]2)[CH:25]=[CH:26][CH:27]=1.Cl.C1(P(C2CCCCC2)C2C=CC=CC=2C2C=CC=CC=2P(C2CCCCC2)C2CCCCC2)CCCCC1>>[CH3:1][S:2]([C:5]1[CH:10]=[CH:9][C:8]([C:11]2[C:12]3[N:13]([N:17]=[C:18]([NH:20][C:26]4[CH:27]=[CH:22][CH:23]=[C:24]([CH:28]5[CH2:33][CH2:32][N:31]([CH3:34])[CH2:30][CH2:29]5)[CH:25]=4)[N:19]=3)[CH:14]=[CH:15][CH:16]=2)=[CH:7][CH:6]=1)(=[O:3])=[O:4]. Procedure: [8-(4-Methanesulfonyl-phenyl)-[1,2,4]triazolo[1,5-a]pyridin-2-yl]-[3-(1-methyl-piperidin-4-yl)-phenyl]-amine was prepared from 8-(4-methanesulfonyl-phenyl)-[1,2,4]triazolo[1,5-a]pyridin-2-ylamine (75.0 mg, 0.260 mmol) and 4-(3-bromo-phenyl)-1-methyl-piperidine; hydrochloride (90.0 mg, 0.310 mmol) with 2,2′-bis-dicyclohexylphosphanyl-biphenyl (30.0 mg, 0.0549 mmol) as the ligand in a manner analogous to Step 2d. The title compound was isolated as a tan solid (0.031 g, 26%). MP=208-210° C. 1H NMR ... Conditions: time 8 hour. Reported procedure: 10% Palladium on carbon (300 mg) was added to a solution of 2-(tert-butyl)-5-nitro-7-(1H-pyrazol-1-yl)-2H-indazole obtained in the above-described Step 2 (255 mg) in ethyl acetate (5 mL), and the reaction solution was stirred under hydrogen atmosphere at room temperature overnight. The insolubles were filtrated, and the solvent was evaporated under vacuum. Thereafter, the resultant residue was purified by column chromatography on basic silica gel (developing solvent:hexane/ethyl acetate) to obta... The reagents and catalysts are [Pd] (Palladium on carbon). As a reaction SMILES: [C:1]([N:5]1[CH:13]=[C:12]2[C:7]([C:8]([N:17]3[CH:21]=[CH:20][CH:19]=[N:18]3)=[CH:9][C:10]([N+:14]([O-])=O)=[CH:11]2)=[N:6]1)([CH3:4])([CH3:3])[CH3:2]>[Pd].C(OCC)(=O)C>[C:1]([N:5]1[CH:13]=[C:12]2[C:7]([C:8]([N:17]3[CH:21]=[CH:20][CH:19]=[N:18]3)=[CH:9][C:10]([NH2:14])=[CH:11]2)=[N:6]1)([CH3:4])([CH3:2])[CH3:3]. The product is C(C)(C)(C)N1N=C2C(=CC(=CC2=C1)N)N1N=CC=C1 (2-(tert-butyl)-7-(1H-pyrazol-1-yl)-2H-indazol-5-amine). Solvent: C(C)(=O)OCC (ethyl acetate). Reactants: C(C)(C)(C)N1N=C2C(=CC(=CC2=C1)[N+](=O)[O-])N1N=CC=C1 (2-(tert-butyl)-5-nitro-7-(1H-pyrazol-1-yl)-2H-indazole). Reactants: C1CCOC1, COC(=O)COc1cccc(Nc2ncnc3oc(-c4ccc(OC)cc4)c(-c4ccc(OC)cc4)c23)c1, [Na+], [OH-]. The product is COc1ccc(-c2oc3ncnc(Nc4cccc(OCC(=O)O)c4)c3c2-c2ccc(OC)cc2)cc1. RXN SMILES: [CH2:41]1[O:42][CH2:43][CH2:44][CH2:45]1.[CH3:1][O:2][C:3]([CH2:4][O:5][c:6]1[cH:7][c:8]([NH:12][c:13]2[c:14]3[c:15]([n:16][cH:17][n:18]2)[o:19][c:20](-[c:30]2[cH:31][cH:32][c:33]([O:36][CH3:37])[cH:34][cH:35]2)[c:21]3-[c:22]2[cH:23][cH:24][c:25]([O:28][CH3:29])[cH:26][cH:27]2)[cH:9][cH:10][cH:11]1)=[O:38].[Na+:40].[OH-:39]>>[O:2]=[C:3]([CH2:4][O:5][c:6]1[cH:7][c:8]([NH:12][c:13]2[c:14]3[c:15]([n:16][cH:17][n:18]2)[o:19][c:20](-[c:30]2[cH:31][cH:32][c:33]([O:36][CH3:37])[cH:34][cH:35]2)[c:21]3-[c:22]2[cH:23][cH:24][c:25]([O:28][CH3:29])[cH:26][cH:27]2)[cH:9][cH:10][cH:11]1)[OH:38].